Dataset: the Open Reaction Database (ORD), a public repository of structured organic reaction records. Task: describe an organic reaction: reactants, conditions, products, and yield Starting materials: COC(CC[C@@H](C)[C@H]1CC=C2C=3CC[C@H]4C([C@H](CC[C@]4(C)C3CC[C@]12C)O)(C)C)=O (3β-Hydroxy-4,4-dimethyl-5α-chola-8,14-dien-24-oic acid methyl ester), N1C=NC=C1 (imidazol), [Si](C)(C)(C(C)(C)C)Cl (t-butyldimethylsilylchloride). Solvent: CN(C)C=O (DMF). Run at temperature 65 celsius, time 20 hour. The product is COC(CC[C@@H](C)[C@H]1CC=C2C=3CC[C@H]4C([C@H](CC[C@]4(C)C3CC[C@]12C)O[Si](C)(C)C(C)(C)C)(C)C)=O (3β-tert-butyldimethylsilyloxy-4,4-dimethyl-5α-chola-8,14-dien-24-oic acid methyl ester). Yield: 90.5%. RXN SMILES: [CH3:1][O:2][C:3](=[O:30])[CH2:4][CH2:5][C@H:6]([C@@H:8]1[C@:25]2([CH3:26])[C:11]([C:12]3[CH2:13][CH2:14][C@@H:15]4[C@:20]([C:22]=3[CH2:23][CH2:24]2)([CH3:21])[CH2:19][CH2:18][C@H:17]([OH:27])[C:16]4([CH3:29])[CH3:28])=[CH:10][CH2:9]1)[CH3:7].N1C=CN=C1.[Si:36](Cl)([C:39]([CH3:42])([CH3:41])[CH3:40])([CH3:38])[CH3:37]>CN(C=O)C>[CH3:1][O:2][C:3](=[O:30])[CH2:4][CH2:5][C@H:6]([C@@H:8]1[C@:25]2([CH3:26])[C:11]([C:12]3[CH2:13][CH2:14][C@@H:15]4[C@:20]([C:22]=3[CH2:23][CH2:24]2)([CH3:21])[CH2:19][CH2:18][C@H:17]([O:27][Si:36]([C:39]([CH3:42])([CH3:41])[CH3:40])([CH3:38])[CH3:37])[C:16]4([CH3:29])[CH3:28])=[CH:10][CH2:9]1)[CH3:7]. Procedure details: 3β-Hydroxy-4,4-dimethyl-5α-chola-8,14-dien-24-oic acid methyl ester (18.2 g) is suspended in 400 ml of DMF and 14.8 g of imidazol and 13.0 g of t-butyldimethylsilylchloride is added. The reaction is stirred at 65° C. for 20 hours. After aqueous work-up and crystallization from ether/methanol, 3β-tert-butyldimethylsilyloxy-4,4-dimethyl-5α-chola-8,14-dien-24-oic acid methyl ester (21 g) is obtained. Melting point: 124-125° C. 1H-NMR (CDCl3, 400 MHz): δ=5.34 (1H, s); 3.68 (3H, s); 3.2 (1H, m); 0.9 ...